Dataset: the Open Reaction Database (ORD), a public repository of structured organic reaction records. Task: describe an organic reaction: reactants, conditions, products, and yield Run in ice water. Procedure details: At 170° C. 3.0 g (20 mmol) 5-fluoroindolinone were stirred for 3 h in 10 mL (98 mmol) acetic anhydride. After cooling to RT the mixture was poured onto 200 mL ice water, the precipitated substance was suction filtered and washed with 100 mL water. The solid was recrystallised from 100 mL water and 50 mL ethanol at boiling temperature. The precipitated product was suction filtered, washed with 30 mL water and dried in the CAD. The product is C(C)(=O)N1C(CC2=CC(=CC=C12)F)=O (1-acetyl-5-fluoro-1,3-dihydro-indol-2-one). Reaction SMILES: [F:1][C:2]1[CH:3]=[C:4]2[C:8](=[CH:9][CH:10]=1)[NH:7][C:6](=[O:11])[CH2:5]2.[C:12](OC(=O)C)(=[O:14])[CH3:13]>>[C:12]([N:7]1[C:8]2[C:4](=[CH:3][C:2]([F:1])=[CH:10][CH:9]=2)[CH2:5][C:6]1=[O:11])(=[O:14])[CH3:13]. Reactants: FC=1C=C2CC(NC2=CC1)=O (5-fluoroindolinone), C(C)(=O)OC(C)=O (acetic anhydride). The reactants are O=C(O)C(c1ccc(F)cc1)c1ccc(F)cc1, CC(C)C(=O)Nc1cccc(C2CCN(CCCN)CC2)n1. Yields the product CC(C)C(=O)Nc1cccc(C2CCN(CCCNC(=O)C(c3ccc(F)cc3)c3ccc(F)cc3)CC2)n1. As a reaction SMILES: [F:1][c:2]1[cH:3][cH:4][c:5]([CH:8]([C:9](=[O:10])[OH:11])[c:12]2[cH:13][cH:14][c:15]([F:18])[cH:16][cH:17]2)[cH:6][cH:7]1.[NH2:19][CH2:20][CH2:21][CH2:22][N:23]1[CH2:24][CH2:25][CH:26]([c:29]2[cH:30][cH:31][cH:32][c:33]([NH:35][C:36]([CH:37]([CH3:38])[CH3:39])=[O:40])[n:34]2)[CH2:27][CH2:28]1>>[F:1][c:2]1[cH:3][cH:4][c:5]([CH:8]([C:9](=[O:11])[NH:19][CH2:20][CH2:21][CH2:22][N:23]2[CH2:24][CH2:25][CH:26]([c:29]3[cH:30][cH:31][cH:32][c:33]([NH:35][C:36]([CH:37]([CH3:38])[CH3:39])=[O:40])[n:34]3)[CH2:27][CH2:28]2)[c:12]2[cH:13][cH:14][c:15]([F:18])[cH:16][cH:17]2)[cH:6][cH:7]1. Starting materials: BrC=1C=C(C=CC1)C(CCNC(C(F)(F)F)=O)O (N-(3-(3-bromophenyl)-3-hydroxypropyl)-2,2,2-trifluoroacetamide), C(#C)C1=CC=CC=C1 (ethynyl-benzene). The product is FC(C(=O)NCCC(C1=CC(=CC=C1)C#CC1=CC=CC=C1)O)(F)F (2,2,2-trifluoro-N-(3-hydroxy-3-(3-(2-phenylethynyl)phenyl)propyl)acetamide). Reaction SMILES: Br[C:2]1[CH:3]=[C:4]([CH:8]([OH:18])[CH2:9][CH2:10][NH:11][C:12](=[O:17])[C:13]([F:16])([F:15])[F:14])[CH:5]=[CH:6][CH:7]=1.[C:19]([C:21]1[CH:26]=[CH:25][CH:24]=[CH:23][CH:22]=1)#[CH:20]>>[F:14][C:13]([F:16])([F:15])[C:12]([NH:11][CH2:10][CH2:9][CH:8]([OH:18])[C:4]1[CH:5]=[CH:6][CH:7]=[C:2]([C:20]#[C:19][C:21]2[CH:26]=[CH:25][CH:24]=[CH:23][CH:22]=2)[CH:3]=1)=[O:17]. Procedure details: Sonogashira reaction of 25 with ethynyl-benzene yielded 2,2,2-trifluoro-N-(3-hydroxy-3-(3-(2-phenylethynyl)phenyl)propyl)acetamide as yellow oil. Yield (0.78 g, 73%). The reactants are CC(COC(=O)C1(CC=C(C=C1)C1=CC=CC=C1)O)CC (4-hydroxybiphenyl-4-carboxylic acid 2-methylbutyl ester), BrCCCCCCBr (1,6-dibromohexane), C([O-])([O-])=O.[K+].[K+] (potassium carbonate). Solvent: CC(=O)C (acetone). Yields the product CC(COC(=O)C1=CC=C(C=C1)C1=CC=C(C=C1)OCCCCCCBr)CC (4'-(6-bromohexyloxy)biphenyl-4-carboxylic acid 2-methylbutyl ester). The yield is 60.3%. RXN SMILES: [CH3:1][CH:2]([CH2:20][CH3:21])[CH2:3][O:4][C:5]([C:7]1(O)[CH:12]=[CH:11][C:10]([C:13]2[CH:18]=[CH:17][CH:16]=[CH:15][CH:14]=2)=[CH:9][CH2:8]1)=[O:6].[Br:22][CH2:23][CH2:24][CH2:25][CH2:26][CH2:27][CH2:28]Br.C(=O)([O-])[O-:31].[K+].[K+]>CC(C)=O>[CH3:1][CH:2]([CH2:20][CH3:21])[CH2:3][O:4][C:5]([C:7]1[CH:12]=[CH:11][C:10]([C:13]2[CH:18]=[CH:17][C:16]([O:31][CH2:28][CH2:27][CH2:26][CH2:25][CH2:24][CH2:23][Br:22])=[CH:15][CH:14]=2)=[CH:9][CH:8]=1)=[O:6] |f:2.3.4|. Procedure: 70 mmols (19.9 g) of said ester 1a, 100 mmols (24.4 g) of 1,6-dibromohexane and 150 mmols (20.7 g) of potassium carbonate were refluxed in 400 ml of acetone for 8 hours. The reaction mixture was filtered and then purified by column chromatography to obtain 4'-(6-bromohexyloxy)biphenyl-4-carboxylic acid 2-methylbutyl ester (ether 5b; 18.9 g, yield 60%, [α]23D=+2.93 (chloroform)). Reaction SMILES: [CH3:1][C:2]1([CH3:16])[CH2:3][O:4][B:5]([c:7]2[cH:8][cH:9][c:10]([C:11](=[O:12])[OH:13])[cH:14][cH:15]2)[O:6]1.[CH3:20][OH:21].[CH3:22][N:23]([CH3:24])[c:25]1[cH:26][cH:27][n:28][cH:29][cH:30]1.[NH2:18][NH2:19].[OH2:17]>>[CH3:1][C:2]1([CH3:16])[CH2:3][O:4][B:5]([c:7]2[cH:8][cH:9][c:10]([C:11](=[O:12])[NH:18][NH2:19])[cH:14][cH:15]2)[O:6]1. The product is CC1(C)COB(c2ccc(C(=O)NN)cc2)O1. Starting materials: CC1(C)COB(c2ccc(C(=O)O)cc2)O1, CO, CN(C)c1ccncc1, NN, O. The reactants are C(#N)C=1C=C2N=CC(N(C2=CC1)CCN1CCC(CC1)NC(OC(C)(C)C)=O)=O (tert-butyl {1-[2-(6-cyano-2-oxoquinoxalin-1(2H)-yl)ethyl]piperidin-4-yl}carbamate), C(#N)C=1C=C2N=CC(N(C2=CC1)CCN1CCC(CC1)NC(OC(C)(C)C)=O)=O (tert-butyl {1-[2-(6-cyano-2-oxoquinoxalin-1(2H)-yl)ethyl]piperidin-4-yl}carbamate), C(=O)(C(F)(F)F)O (TFA). Run in C(Cl)(Cl)Cl (chloroform), C(Cl)Cl (methylene chloride). Run at time 1 hour. Product: NC1CCN(CC1)CCN1C(C=NC2=CC(=CC=C12)C#N)=O (1-[2-(4-Aminopiperidin-1-yl)ethyl]-2-oxo-1,2-dihydroquinoxaline-6-carbonitrile). The yield is 87.9%. Reaction SMILES: [C:1]([C:3]1[CH:4]=[C:5]2[C:10](=[CH:11][CH:12]=1)[N:9]([CH2:13][CH2:14][N:15]1[CH2:20][CH2:19][CH:18]([NH:21]C(=O)OC(C)(C)C)[CH2:17][CH2:16]1)[C:8](=[O:29])[CH:7]=[N:6]2)#[N:2].C(O)(C(F)(F)F)=O>C(Cl)Cl.C(Cl)(Cl)Cl>[NH2:21][CH:18]1[CH2:19][CH2:20][N:15]([CH2:14][CH2:13][N:9]2[C:10]3[C:5](=[CH:4][C:3]([C:1]#[N:2])=[CH:12][CH:11]=3)[N:6]=[CH:7][C:8]2=[O:29])[CH2:16][CH2:17]1. Procedure: To a solution of tert-butyl {1-[2-(6-cyano-2-oxoquinoxalin-1(2H)-yl)ethyl]piperidin-4-yl}carbamate (Intermediate 198, 0.38 g) in methylene chloride (4 mL) was added at 0° C. TFA (2 mL). After 1 hour, the reaction was diluted with chloroform, washed with saturated solution of Na2CO3, dried (Na2SO4), filtered and concentrated yielding 0.25 g of crude product. Starting materials: ClC1=CC=CC2=C1C(N(CC=1N2C=NC1C(=O)OCC)C)=O (ethyl 7-chloro-5,6-dihydro-5-methyl-6-oxo-4H-imidazo[1,5-a][1,4]benzodiazepine-3-carboxylate), C(C)O (ethanol), [OH-].[Na+] (sodium hydroxide). Run in O (water). Product: ClC1=CC=CC2=C1C(N(CC=1N2C=NC1C(=O)O)C)=O (7-chloro-5,6-dihydro-5-methyl-6-oxo-4H-imidazo[1,5-a][1,4]benzodiazepine-3-carboxylic acid). As a reaction SMILES: [Cl:1][C:2]1[C:7]2[C:8](=[O:22])[N:9]([CH3:21])[CH2:10][C:11]3[N:12]([CH:13]=[N:14][C:15]=3[C:16]([O:18]CC)=[O:17])[C:6]=2[CH:5]=[CH:4][CH:3]=1.C(O)C.[OH-].[Na+]>O>[Cl:1][C:2]1[C:7]2[C:8](=[O:22])[N:9]([CH3:21])[CH2:10][C:11]3[N:12]([CH:13]=[N:14][C:15]=3[C:16]([OH:18])=[O:17])[C:6]=2[CH:5]=[CH:4][CH:3]=1 |f:2.3|. Procedure details: A mixture of 3.11 g (9.72 mmol) of ethyl 7-chloro-5,6-dihydro-5-methyl-6-oxo-4H-imidazo[1,5-a][1,4]benzodiazepine-3-carboxylate, 10 ml of ethanol, 2 ml of water and 400 mg of sodium hydroxide is heated to boiling under reflux for 1 hour. After evaporation of the ethanol, the residue is treated with 10 ml of 1 N hydrochloric acid. The colourless material obtained is filtered off under suction, washed with water and dried. There is obtained 7-chloro-5,6-dihydro-5-methyl-6-oxo-4H-imidazo[1,5-a][1,4... Starting materials: CO, CC(F)(F)C1CCC(OCc2ccccc2)CC1, [H][H]. Yields the product CC(F)(F)C1CCC(O)CC1. RXN SMILES: [CH3:21][OH:22].[F:1][C:2]([CH3:3])([F:4])[CH:5]1[CH2:6][CH2:7][CH:8]([O:11][CH2:12][c:13]2[cH:14][cH:15][cH:16][cH:17][cH:18]2)[CH2:9][CH2:10]1.[H:19][H:20]>>[F:1][C:2]([CH3:3])([F:4])[CH:5]1[CH2:6][CH2:7][CH:8]([OH:11])[CH2:9][CH2:10]1. Starting materials: C1(=CC=CC=C1)S(=O)(=O)Cl (benzenesulphonyl chloride), NC1=CC=C(C=C1)O (4-aminophenol). The product is OC1=CC=C(C=C1)NS(=O)(=O)C1=CC=CC=C1 (N-(4-hydroxyphenyl)benzenesulphonamide). As a reaction SMILES: [C:1]1([S:7](Cl)(=[O:9])=[O:8])[CH:6]=[CH:5][CH:4]=[CH:3][CH:2]=1.[NH2:11][C:12]1[CH:17]=[CH:16][C:15]([OH:18])=[CH:14][CH:13]=1>>[OH:18][C:15]1[CH:16]=[CH:17][C:12]([NH:11][S:7]([C:1]2[CH:6]=[CH:5][CH:4]=[CH:3][CH:2]=2)(=[O:9])=[O:8])=[CH:13][CH:14]=1. Procedure details: The preparation is carried out as in Example 1(a) from 353 g (2 mol) of benzenesulphonyl chloride and 229.2 g of 4-aminophenol (2.1 mol). Reactants: C(C)OC(CC1=CC(=CC=2CCCCC12)N1CCN(CC1)C)=O ([3-(4-Methyl-piperazin-1-yl)-5,6,7,8-tetrahydro-naphthalen-1-yl]-acetic Acid Ethyl Ester), CO.N (methanol NH3). Conditions: time 48 hour. Product: CN1CCN(CC1)C=1C=C(C=2CCCCC2C1)CC(=O)N (2-[3-(4-Methyl-piperazin-1-yl)-5,6,7,8-tetrahydro-naphthalen-1-yl]-acetamide). RXN SMILES: C([O:3][C:4](=O)[CH2:5][C:6]1[C:15]2[CH2:14][CH2:13][CH2:12][CH2:11][C:10]=2[CH:9]=[C:8]([N:16]2[CH2:21][CH2:20][N:19]([CH3:22])[CH2:18][CH2:17]2)[CH:7]=1)C.CO.[NH3:26]>>[CH3:22][N:19]1[CH2:20][CH2:21][N:16]([C:8]2[CH:7]=[C:6]([CH2:5][C:4]([NH2:26])=[O:3])[C:15]3[CH2:14][CH2:13][CH2:12][CH2:11][C:10]=3[CH:9]=2)[CH2:17][CH2:18]1 |f:1.2|. Procedure: A solution of compound of step e) (394 mg, 1.2 mmol) in methanol/NH3 (4 molar) is transferred into an autoclave and kept at 120° C. for 48 hours. After cooling the reaction is concentrated and the crude residue is purified on silica gel (methylene chloride/methanol 90/105) affording the pure title compound.